From a dataset of the Open Reaction Database (ORD), a public repository of structured organic reaction records. describe an organic reaction: reactants, conditions, products, and yield Reactants: Cl, [K+], Cc1cc([N+](=O)[O-])ccc1NCCN, [N-]=C=O, O. The product is Cc1cc([N+](=O)[O-])ccc1NCCNC(N)=O. RXN SMILES: [ClH:5].[K+:4].[N+:6](=[O:7])([O-:8])[c:9]1[cH:10][c:11]([CH3:19])[c:12]([NH:13][CH2:14][CH2:15][NH2:16])[cH:17][cH:18]1.[N-:1]=[C:2]=[O:3].[OH2:20]>>[NH2:1][C:2](=[O:3])[NH:16][CH2:15][CH2:14][NH:13][c:12]1[c:11]([CH3:19])[cH:10][c:9]([N+:6](=[O:7])[O-:8])[cH:18][cH:17]1. Starting materials: NC1=NC2=NC=C(N=C2C(=N1)N)CN(C1=CC=CC=C1)C1=CC=CC=C1 (N-[(2,4-diaminopteridin-6-yl)methyl]-N,N-diphenylamine), Br.NC=1N=C(C2=C(N1)C=CC(=N2)CBr)N (2,4-diamino-6-bromomethylpyrido[3,2-d]pyrimidine hydrobromide), C1=CC=CC=2NC3=C(C=CC21)C=CC=C3 (dibenz[b,f]azepine), [H-].[Na+] (NaH). Yields the product NC=1N=C(C2=C(N1)C=CC(=N2)CC2=CC=CC1=C2C=CC2=C(N1)C=CC=C2)N (9-[(2,4-Diaminopyrido[3,2-d]pyrimidin-6-yl)methyl]dibenz[b,f]azepine). Reaction SMILES: NC1N=C(N)C2C(=NC=C(CN(C3C=CC=CC=3)C3C=CC=CC=3)N=2)N=1.[CH:27]1[C:37]2[CH:36]=[CH:35][C:34]3[CH:38]=[CH:39][CH:40]=[CH:41][C:33]=3[NH:32][C:31]=2[CH:30]=[CH:29][CH:28]=1.[H-].[Na+].Br.[NH2:45][C:46]1[N:47]=[C:48]([NH2:58])[C:49]2[N:55]=[C:54]([CH2:56]Br)[CH:53]=[CH:52][C:50]=2[N:51]=1>>[NH2:45][C:46]1[N:47]=[C:48]([NH2:58])[C:49]2[N:55]=[C:54]([CH2:56][C:38]3[C:34]4[CH:35]=[CH:36][C:37]5[CH:27]=[CH:28][CH:29]=[CH:30][C:31]=5[NH:32][C:33]=4[CH:41]=[CH:40][CH:39]=3)[CH:53]=[CH:52][C:50]=2[N:51]=1 |f:2.3,4.5|. Procedure: 9-[(2,4-Diaminopyrido[3,2-d]pyrimidin-6-yl)methyl]dibenz[b,f]azepine (Formula I: Ar=2,4-diaminopyrido[3,2-d]pyrimidin-6-yl; W=CH2; X=N; Z=CH═CH; m=n=0) is prepared similarly to N-[(2,4-diaminopteridin-6-yl)methyl]-N,N-diphenylamine as disclosed above by using dibenz[b,f]azepine (154 mg, 0.8 mmol), NaH (50 mg, 2.1 mmol), and 2,4-diamino-6-bromomethylpyrido[3,2-d]pyrimidine hydrobromide (100 mg, 0.3 mmol). The product can be purified by chromatography. Reactants: O=C=Nc1ccc(Cl)c(Cl)c1, CC(C)C(=O)Nc1cccc(C2CCN(CCC(N)c3ccccc3)CC2)c1. Yields the product CC(C)C(=O)Nc1cccc(C2CCN(CCC(NC(=O)Nc3ccc(Cl)c(Cl)c3)c3ccccc3)CC2)c1. RXN SMILES: [Cl:1][c:2]1[c:3]([Cl:11])[cH:4][c:5]([N:8]=[C:9]=[O:10])[cH:6][cH:7]1.[NH2:12][CH:13]([CH2:14][CH2:15][N:16]1[CH2:17][CH2:18][CH:19]([c:22]2[cH:23][c:24]([NH:28][C:29]([CH:30]([CH3:31])[CH3:32])=[O:33])[cH:25][cH:26][cH:27]2)[CH2:20][CH2:21]1)[c:34]1[cH:35][cH:36][cH:37][cH:38][cH:39]1>>[Cl:1][c:2]1[c:3]([Cl:11])[cH:4][c:5]([NH:8][C:9](=[O:10])[NH:12][CH:13]([CH2:14][CH2:15][N:16]2[CH2:17][CH2:18][CH:19]([c:22]3[cH:23][c:24]([NH:28][C:29]([CH:30]([CH3:31])[CH3:32])=[O:33])[cH:25][cH:26][cH:27]3)[CH2:20][CH2:21]2)[c:34]2[cH:35][cH:36][cH:37][cH:38][cH:39]2)[cH:6][cH:7]1. Starting materials: ClC1=CC=C(C=C1)C=1C(=NN(C(C1C1=CC=C(C=C1)C#N)=O)CC=1C(=NC(=CC1)C(F)(F)F)C)NNC(CC)=O (N′-(4-(4-chlorophenyl)-5-(4-cyanophenyl)-1-((2-methyl-6-(trifluoromethyl)pyridin-3-yl)methyl)-6-oxo-1,6-dihydropyridazin-3-yl)propionohydrazide), O=P(Cl)(Cl)Cl (POCl3). Run in C1(=CC=CC=C1)C (toluene). Conditions: temperature 130 celsius, time 1 hour. Product: ClC1=CC=C(C=C1)C=1C=2N(N(C(C1C1=CC=C(C#N)C=C1)=O)CC=1C(=NC(=CC1)C(F)(F)F)C)C(=NN2)CC (4-(8-(4-chlorophenyl)-3-ethyl-5-((2-methyl-6-(trifluoromethyl)pyridin-3-yl)methyl)-6-oxo-5,6-dihydro-[1,2,4]triazolo[4,3-b]pyridazin-7-yl)benzonitrile). Yield: 68.8%. As a reaction SMILES: [Cl:1][C:2]1[CH:7]=[CH:6][C:5]([C:8]2[C:9]([NH:35][NH:36][C:37](=O)[CH2:38][CH3:39])=[N:10][N:11]([CH2:23][C:24]3[C:25]([CH3:34])=[N:26][C:27]([C:30]([F:33])([F:32])[F:31])=[CH:28][CH:29]=3)[C:12](=[O:22])[C:13]=2[C:14]2[CH:19]=[CH:18][C:17]([C:20]#[N:21])=[CH:16][CH:15]=2)=[CH:4][CH:3]=1.O=P(Cl)(Cl)Cl>C1(C)C=CC=CC=1>[Cl:1][C:2]1[CH:7]=[CH:6][C:5]([C:8]2[C:9]3[N:10]([C:37]([CH2:38][CH3:39])=[N:36][N:35]=3)[N:11]([CH2:23][C:24]3[C:25]([CH3:34])=[N:26][C:27]([C:30]([F:31])([F:32])[F:33])=[CH:28][CH:29]=3)[C:12](=[O:22])[C:13]=2[C:14]2[CH:19]=[CH:18][C:17]([C:20]#[N:21])=[CH:16][CH:15]=2)=[CH:4][CH:3]=1. Procedure: To a round bottom flask was added N′-(4-(4-chlorophenyl)-5-(4-cyanophenyl)-1-((2-methyl-6-(trifluoromethyl)pyridin-3-yl)methyl)-6-oxo-1,6-dihydropyridazin-3-yl)propionohydrazide (45 mg, 0.0794 mmol) and toluene (3 ml). The reaction was heated to 130° C. and stirred at this temperature for 1 hr. After this time, POCl3 (1 ml) was added and the reaction mixture was stirred at 130° C. for additional 4 hrs. The reaction was then cooled to rt and concentrated under reduced pressure. The residue was di...